Dataset: the Open Reaction Database (ORD), a public repository of structured organic reaction records. Task: describe an organic reaction: reactants, conditions, products, and yield Starting materials: C(C1=CC=CC=C1)(=O)C=1C=NC=CC1 (3-Benzoyl pyridine), BrCC=C (1-bromo-2-propene), CC(C=CN1C=C(CCC1)C(=O)C)C (methyl 1-(3-methylbutenyl)-1,4,5,6-tetrahydro-3-pyridyl ketone). Product: [Br-].C(C=C)[N+]1=CC(=CC=C1)C(C1=CC=CC=C1)=O (1-(2-propenyl)-3-benzoyl pyridinium bromide). As a reaction SMILES: [C:1]([C:9]1[CH:10]=[N:11][CH:12]=[CH:13][CH:14]=1)(=[O:8])[C:2]1[CH:7]=[CH:6][CH:5]=[CH:4][CH:3]=1.[Br:15][CH2:16][CH:17]=[CH2:18].CC(C)C=CN1CCCC(C(C)=O)=C1>>[Br-:15].[CH2:18]([N+:11]1[CH:12]=[CH:13][CH:14]=[C:9]([C:1](=[O:8])[C:2]2[CH:3]=[CH:4][CH:5]=[CH:6][CH:7]=2)[CH:10]=1)[CH:17]=[CH2:16] |f:3.4|. Procedure: 3-Benzoyl pyridine was reacted with 1-bromo-2-propene according to the procedure of Part (a) of Example 4 to give 1-(2-propenyl)-3-benzoyl pyridinium bromide as a tan coloured crystalline solid. Starting materials: ClCC1=CC=C(C=C1)C(=O)N=C=S (4-(chloromethyl)-1-benzenecarbonyl isothiocyanate), ClCC1=CC=C(C=C1)C(=O)Cl (4-(chloromethyl)-1-benzenecarbonyl chloride), COC=1C=C2C(=NC=NC2=CC1OC)OC1=CC=C(N)C=C1 (4-[(6,7-Dimethoxy-4-quinazolinyl)oxy]aniline). As a reaction SMILES: ClCC1C=CC(C(Cl)=O)=CC=1.[CH3:12][O:13][C:14]1[CH:15]=[C:16]2[C:21](=[CH:22][C:23]=1[O:24][CH3:25])[N:20]=[CH:19][N:18]=[C:17]2[O:26][C:27]1[CH:33]=[CH:32][C:30]([NH2:31])=[CH:29][CH:28]=1.[Cl:34][CH2:35][C:36]1[CH:41]=[CH:40][C:39]([C:42]([N:44]=[C:45]=[S:46])=[O:43])=[CH:38][CH:37]=1>C1(C)C=CC=CC=1.C(O)C>[Cl:34][CH2:35][C:36]1[CH:37]=[CH:38][C:39]([C:42]([N:44]=[C:45]=[S:46])=[O:43])=[CH:40][CH:41]=1.[Cl:34][CH2:35][C:36]1[CH:37]=[CH:38][C:39]([C:42]([NH:44][C:45]([NH:31][C:30]2[CH:32]=[CH:33][C:27]([O:26][C:17]3[C:16]4[C:21](=[CH:22][C:23]([O:24][CH3:25])=[C:14]([O:13][CH3:12])[CH:15]=4)[N:20]=[CH:19][N:18]=3)=[CH:28][CH:29]=2)=[S:46])=[O:43])=[CH:40][CH:41]=1. Conditions: time 2 hour. Product: ClCC1=CC=C(C=C1)C(=O)N=C=S (4-(Chloromethyl)-1-benzenecarbonyl isothiocyanate), ClCC1=CC=C(C(=O)NC(=S)NC2=CC=C(C=C2)OC2=NC=NC3=CC(=C(C=C23)OC)OC)C=C1 (N-[4-(Chloromethyl)benzoyl]-N′-{4-[(6,7-dimethoxy-4-quinazolinyl)oxy]phenyl}thiourea). Solvent: C(C)O (ethanol), C(C)O (ethanol), C1(=CC=CC=C1)C (toluene). Procedure: 4-(Chloromethyl)-1-benzenecarbonyl isothiocyanate was prepared using commercially available 4-(chloromethyl)-1-benzenecarbonyl chloride (80 mg) as a starting compound according to the description of the literature. 4-[(6,7-Dimethoxy-4-quinazolinyl)oxy]aniline (50 mg) was dissolved in toluene (5 ml) and ethanol (1 ml) to prepare a solution. A solution of 4-(chloromethyl)-1-benzenecarbonyl isothiocyanate in ethanol (1 ml) was then added to the solution, and the mixture was stirred at room temperat... Isolated yield 90.0%. The reactants are S(=O)(Cl)Cl (thionyl chloride), C[C@@H]1CC[C@H](CC1)NC(=O)C=1C=NC2=CC(=CC(=C2C1Cl)F)F (N-(trans-4-methylcyclohexyl)-4-chloro-5,7-difluoroquinoline-3-carboxamide). Solvent: C(C)N(CC)CC (triethylamine). The product is crude acid, Cl.C[C@@H]1CC[C@H](CC1)N (trans-4-methylcyclohexylamine hydrochloride). RXN SMILES: S(Cl)([Cl:3])=O.[CH3:5][C@H:6]1[CH2:11][CH2:10][C@H:9]([NH:12]C(C2C=NC3C(C=2Cl)=C(F)C=C(F)C=3)=O)[CH2:8][CH2:7]1>C(N(CC)CC)C>[ClH:3].[CH3:5][C@H:6]1[CH2:11][CH2:10][C@H:9]([NH2:12])[CH2:8][CH2:7]1 |f:3.4|. Reported procedure: The crude acid (500 mg,), thionyl chloride, trans-4-methylcyclohexylamine hydrochloride (250 mg, 1.67 mmol), and triethylamine (0.3 mLs) afforded crude N-(trans-4-methylcyclohexyl)-4-chloro-5,7-difluoroquinoline-3-carboxamide. Starting materials: CC#N, ClC(Cl)(Oc1ccccc1)Oc1ccccc1, NS(N)(=O)=O. The product is NS(=O)(=O)N=C(Oc1ccccc1)Oc1ccccc1. Reaction SMILES: [CH3:23][C:24]#[N:25].[Cl:6][C:7]([O:8][c:9]1[cH:10][cH:11][cH:12][cH:13][cH:14]1)([O:15][c:16]1[cH:17][cH:18][cH:19][cH:20][cH:21]1)[Cl:22].[NH2:1][S:2]([NH2:3])(=[O:4])=[O:5]>>[NH2:1][S:2]([N:3]=[C:7]([O:8][c:9]1[cH:10][cH:11][cH:12][cH:13][cH:14]1)[O:15][c:16]1[cH:17][cH:18][cH:19][cH:20][cH:21]1)(=[O:4])=[O:5]. Reactants: C(C)(C)(C)OC(N[C@H](CC1=CNC2=CC(=C(C=C12)F)Cl)C)=O ([(S)-2-(6-chloro-5-fluoro-1H-indol-3-yl)-1-methyl-ethyl]-carbamic acid tert-butyl ester). Solvent: Cl.CO (HCl MeOH). Product: ClC1=C(C=C2C(=CNC2=C1)C[C@H](C)N)F ((S)-2-(6-chloro-5-fluoro-1H-indol-3-yl)-1-methyl-ethylamine). RXN SMILES: C(OC(=O)[NH:7][C@@H:8]([CH3:21])[CH2:9][C:10]1[C:18]2[C:13](=[CH:14][C:15]([Cl:20])=[C:16]([F:19])[CH:17]=2)[NH:12][CH:11]=1)(C)(C)C>Cl.CO>[Cl:20][C:15]1[CH:14]=[C:13]2[C:18]([C:10]([CH2:9][C@@H:8]([NH2:7])[CH3:21])=[CH:11][NH:12]2)=[CH:17][C:16]=1[F:19] |f:1.2|. Reported procedure: A solution of [(S)-2-(6-chloro-5-fluoro-1H-indol-3-yl)-1-methyl-ethyl]-carbamic acid tert-butyl ester (200 mg, 0.6 mmol) in HCl/MeOH (10 mL) was stirred at room temperature. After TLC indicated the reaction was finished, the mixture was concentrated to remove the solvent. To the residue was added EtOAc (50 mL), and the mixture was neutralized with saturated NaHCO3 to pH 8˜9, and then extracted with EtOAc. The combined organic phases were dried with Na2SO4, filtered, concentrated to give a crude ... The product is C(#N)C1=CC=C(S1)C=NNC(=S)N (5-cyano-thiophen-2-aldehyde-thiosemicarbazone), alkyl- or aralkyl-halides. Reaction SMILES: C(C1SC(C=O)=CC=1)#N.Br.C([S:14][C:15](=[NH:26])[NH:16][N:17]=[CH:18][C:19]1[S:20][C:21]([C:24]#[N:25])=[CH:22][CH:23]=1)C=C>C(O)CO.COC>[C:24]([C:21]1[S:20][C:19]([CH:18]=[N:17][NH:16][C:15]([NH2:26])=[S:14])=[CH:23][CH:22]=1)#[N:25] |f:1.2,3.4|. Reported procedure: In the same manner, there were obtained with good yields: 2. 5-Cyano-thiophen-2-aldehyde-S-ethyl-isothiosemicarbazonehydroiodide melting at 145° C (free base 94° C) from 5-cyan0-thiophen-2-aldehyde and S-ethyl-isothiosemicarbazide-hydroiodide. 3. 5-Cyano-thiophen-2-aldehyde-S-n-propyl-isothiosemicarbazonehydroiodide melting at 174° C (free base 75° C) from 5-cyano-thiophen-2-aldehyde and S-n-propyl-isothiosemicarbazide-hydroiodide. 4. 5-Cyano-thiophen-2-aldehyde-S-allyl-isothiosemicarbazone-hydr... Run in C(CO)O.COC (ethylene-glycol monomethyl ether). Reactants: S-allyl-isothiosemicarbazide-hydrobromide, S-ethyl-isothiosemicarbazide-hydroiodide, C(#N)C1=CC=C(S1)C=O (5-cyano-thiophen-2-aldehyde), 5-Cyano-thiophen-2-aldehyde-S-n-propyl-isothiosemicarbazonehydroiodide, S-benzyl-isothiosemicarbazide-hydrobromide, Br.C(C=C)SC(NN=CC=1SC(=CC1)C#N)=N (5-Cyano-thiophen-2-aldehyde-S-allyl-isothiosemicarbazone-hydrobromide), 5-Cyano-thiophen-2 -aldehyde-S-benzyl-isothiosemicarbazonehydrobromide, C(#N)C1=CC=C(S1)C=O (5-cyano-thiophen-2-aldehyde), S-n-propyl-isothiosemicarbazide-hydroiodide, 5-Cyano-thiophen-2-aldehyde-S-ethyl-isothiosemicarbazonehydroiodide, C(#N)C1=CC=C(S1)C=O (5-cyan0-thiophen-2-aldehyde), C(#N)C1=CC=C(S1)C=O (5-cyano-thiophen-2-aldehyde).